From a dataset of the Open Reaction Database (ORD), a public repository of structured organic reaction records. describe an organic reaction: reactants, conditions, products, and yield The reactants are C(CCC)C(CCCCC(=O)C1=CN(C2=CC=CC=C12)CCCC(=O)OCC)CCCC (ethyl 4-[3-(6-butyldecanoyl)-1-indolyl]butyrate), C(C(C)C)C1=CC=C(C=C1)C(CCCCCCC(=O)C1=CN(C2=CC=CC=C12)CCCC(=O)OCC)CCC (ethyl 4-[3-[8-(4-isobutylphenyl)undecanoyl]1-indolyl]butyrate). Yields the product C(CCC)C(CCCCC(=O)C1=CN(C2=CC=CC=C12)CCCC(=O)O)CCCC (4-[3-(6-butyldecanoyl)-1-indolyl]butyric acid). RXN SMILES: [CH2:1]([CH:5]([CH2:29][CH2:30][CH2:31][CH3:32])[CH2:6][CH2:7][CH2:8][CH2:9][C:10]([C:12]1[C:20]2[C:15](=[CH:16][CH:17]=[CH:18][CH:19]=2)[N:14]([CH2:21][CH2:22][CH2:23][C:24]([O:26]CC)=[O:25])[CH:13]=1)=[O:11])[CH2:2][CH2:3][CH3:4].C(C1C=CC(C(CCC)CCCCCCC(C2C3C(=CC=CC=3)N(CCCC(OCC)=O)C=2)=O)=CC=1)C(C)C>>[CH2:29]([CH:5]([CH2:1][CH2:2][CH2:3][CH3:4])[CH2:6][CH2:7][CH2:8][CH2:9][C:10]([C:12]1[C:20]2[C:15](=[CH:16][CH:17]=[CH:18][CH:19]=2)[N:14]([CH2:21][CH2:22][CH2:23][C:24]([OH:26])=[O:25])[CH:13]=1)=[O:11])[CH2:30][CH2:31][CH3:32]. Reported procedure: The procedure of Ex. 16 was repeated except that ethyl 4-[3-(6-butyldecanoyl)-1-indolyl]butyrate obtained in Ex. 21 was used in place of ethyl 4-[3-[8-(4-isobutylphenyl)undecanoyl]1-indolyl]butyrate to give 4-[3-(6-butyldecanoyl)-1-indolyl]butyric acid. Reactants: CCN=C=NCCCN(C)C, CCN(C(C)C)C(C)C, Cl, Fc1cc(OC2CCNCC2)cc(C(F)(F)F)c1, CN(C)C=O, O, On1nnc2ccccc21, O=C(O)CNC(=O)c1cn(-c2ccccc2)cn1. As a reaction SMILES: [CH3:38][CH2:39][N:40]=[C:41]=[N:42][CH2:43][CH2:44][CH2:45][N:46]([CH3:47])[CH3:48].[CH:1]([N:2]([CH2:3][CH3:4])[CH:5]([CH3:6])[CH3:7])([CH3:8])[CH3:9].[ClH:49].[F:50][c:51]1[cH:52][c:53]([O:54][CH:55]2[CH2:56][CH2:57][NH:58][CH2:59][CH2:60]2)[cH:61][c:62]([C:64]([F:65])([F:66])[F:67])[cH:63]1.[O:68]=[CH:69][N:70]([CH3:71])[CH3:72].[OH2:73].[OH:28][n:29]1[c:30]2[c:31]([cH:32][cH:33][cH:34][cH:35]2)[n:36][n:37]1.[c:10]1(-[n:16]2[cH:17][n:18][c:19]([C:21](=[O:22])[NH:23][CH2:24][C:25](=[O:26])[OH:27])[cH:20]2)[cH:11][cH:12][cH:13][cH:14][cH:15]1>>[c:10]1(-[n:16]2[cH:17][n:18][c:19]([C:21](=[O:22])[NH:23][CH2:24][C:25](=[O:27])[N:58]3[CH2:57][CH2:56][CH:55]([O:54][c:53]4[cH:52][c:51]([F:50])[cH:63][c:62]([C:64]([F:65])([F:66])[F:67])[cH:61]4)[CH2:60][CH2:59]3)[cH:20]2)[cH:11][cH:12][cH:13][cH:14][cH:15]1. Product: O=C(NCC(=O)N1CCC(Oc2cc(F)cc(C(F)(F)F)c2)CC1)c1cn(-c2ccccc2)cn1. Starting materials: C(C)OC(=O)C=1C(C2=CC(=CC=C2C1C1=CC=CC=C1)OC)Br (1-Bromo-6-methoxy-3-phenyl-1H-indene-2-carboxylic acid ethyl ester), N1CCOCC1 (morpholine). Run in C1CCOC1 (THF). Run at time 12 hour. Product: C(C)OC(=O)C=1C(C2=CC(=CC=C2C1C1=CC=CC=C1)OC)N1CCOCC1 (6-methoxy-1-morpholine-4-yl-3-phenyl-1H-indene-2-carboxylic Acid Ethyl Ester). Yield: 83.0%. Reaction SMILES: [CH2:1]([O:3][C:4]([C:6]1[CH:7](Br)[C:8]2[C:13]([C:14]=1[C:15]1[CH:20]=[CH:19][CH:18]=[CH:17][CH:16]=1)=[CH:12][CH:11]=[C:10]([O:21][CH3:22])[CH:9]=2)=[O:5])[CH3:2].[NH:24]1[CH2:29][CH2:28][O:27][CH2:26][CH2:25]1>C1COCC1>[CH2:1]([O:3][C:4]([C:6]1[CH:7]([N:24]2[CH2:29][CH2:28][O:27][CH2:26][CH2:25]2)[C:8]2[C:13]([C:14]=1[C:15]1[CH:20]=[CH:19][CH:18]=[CH:17][CH:16]=1)=[CH:12][CH:11]=[C:10]([O:21][CH3:22])[CH:9]=2)=[O:5])[CH3:2]. Procedure details: 1-Bromo-6-methoxy-3-phenyl-1H-indene-2-carboxylic acid ethyl ester (10 mg, 0.40 mmol) obtained in Example 18 was dissolved in THF (15 mL), and morpholine (175.01 mg, 0.18 mL, 2.01 mmol) was added dropwise thereto. The mixture was stirred for 12 hrs at RT, and the solvent was removed under a reduced pressure. The resulting residue was purified by flash chromatography to obtain 126 mg of the titled compound (yield: 83%).